The task is: describe an organic reaction: reactants, conditions, products, and yield. This data is from the Open Reaction Database (ORD), a public repository of structured organic reaction records. Starting materials: FC1=C(C2=C(N=C1)NC=C2)O (5-fluoro-1H-pyrrolo[2,3-b]pyridin-4-ol), C=1(C(=CC=CC1)S(=O)(=O)Cl)C (toluenesulfonyl chloride), CN(C)C=O (DMF), [H-].[Na+] (NaH). Reaction conditions: temperature 45 celsius, time 3 hour. Yields the product FC1=C(C2=C(N=C1)N(C=C2)S(=O)(=O)C2=CC=C(C)C=C2)O (5-fluoro-1-tosyl-1H-pyrrolo[2,3-b]pyridin-4-ol). Reaction SMILES: [F:1][C:2]1[CH:7]=[N:6][C:5]2[NH:8][CH:9]=[CH:10][C:4]=2[C:3]=1[OH:11].[C:12]1(C)[C:13]([S:18](Cl)(=[O:20])=[O:19])=[CH:14][CH:15]=[CH:16][CH:17]=1.[H-].[Na+].[CH3:25]N(C=O)C>>[F:1][C:2]1[CH:7]=[N:6][C:5]2[N:8]([S:18]([C:13]3[CH:12]=[CH:17][C:16]([CH3:25])=[CH:15][CH:14]=3)(=[O:19])=[O:20])[CH:9]=[CH:10][C:4]=2[C:3]=1[OH:11] |f:2.3|. Procedure details: To a solution of 5-fluoro-1H-pyrrolo[2,3-b]pyridin-4-ol (1.2 g, 7.9 mmol) in 80 mL DMF at 0° C. was added toluenesulfonyl chloride (1.8 g, 9.5 mmol) followed by NaH (0.8 g, 19.7 mmol, 60% w/w). The reaction was slowly warmed to 45° C. after 3 hours and stirred for an additional 3 hours. The mixture was then concentrated in vacuo. The crude oil was dissolved in 100 mL EtOAc and washed with water (2×50 mL) and brine. The organic phase was dried over sodium sulfate and concentrated in vacuo. The re...